This data is from the Open Reaction Database (ORD), a public repository of structured organic reaction records. The task is: describe an organic reaction: reactants, conditions, products, and yield Reagents/catalysts: C=1C=CC(=CC1)[P](C=2C=CC=CC2)(C=3C=CC=CC3)[Pd]([P](C=4C=CC=CC4)(C=5C=CC=CC5)C=6C=CC=CC6)([P](C=7C=CC=CC7)(C=8C=CC=CC8)C=9C=CC=CC9)[P](C=1C=CC=CC1)(C=1C=CC=CC1)C=1C=CC=CC1 (Pd(PPh3)4). As a reaction SMILES: [C:1]1(B(O)O)[C:10]2[C:5](=[CH:6][CH:7]=[CH:8][CH:9]=2)[CH:4]=[CH:3][CH:2]=1.Br[C:15]1[CH:20]=[CH:19][C:18](Br)=[CH:17][C:16]=1[N+:22]([O-:24])=[O:23].C(=O)([O-])[O-].[K+].[K+]>O.C1COCC1.C1C=CC([P]([Pd]([P](C2C=CC=CC=2)(C2C=CC=CC=2)C2C=CC=CC=2)([P](C2C=CC=CC=2)(C2C=CC=CC=2)C2C=CC=CC=2)[P](C2C=CC=CC=2)(C2C=CC=CC=2)C2C=CC=CC=2)(C2C=CC=CC=2)C2C=CC=CC=2)=CC=1>[N+:22]([C:16]1[CH:17]=[C:18]([C:1]2[C:10]3[C:5](=[CH:6][CH:7]=[CH:8][CH:9]=3)[CH:4]=[CH:3][CH:2]=2)[CH:19]=[CH:20][C:15]=1[C:9]1[C:10]2[C:5](=[CH:4][CH:3]=[CH:2][CH:1]=2)[CH:6]=[CH:7][CH:8]=1)([O-:24])=[O:23] |f:2.3.4,^1:40,42,61,80|. Procedure details: 2.4 g (2.1 mmol) of Pd(PPh3)4 are added to a well-stirred, degassed suspension of 67.8 g (190 mmol) of 1-naphthylboronic acid, 53.3 g (190 mmol) of 2,5-dibromonitrobenzene and 137.9 g (648.5 mmol) of potassium carbonate in a mixture of 250 ml of water and 250 ml of THF, and the mixture is heated under reflux for 20 h. After cooling, the organic phase is separated off, washed three times with 200 ml of water and once with 200 ml of saturated, aqueous sodium chloride solution, dried over magnesium... Starting materials: C1(=CC=CC2=CC=CC=C12)B(O)O (1-naphthylboronic acid), BrC1=C(C=C(C=C1)Br)[N+](=O)[O-] (2,5-dibromonitrobenzene), C([O-])([O-])=O.[K+].[K+] (potassium carbonate). Product: [N+](=O)([O-])C1=C(C=CC(=C1)C1=CC=CC2=CC=CC=C12)C1=CC=CC2=CC=CC=C12 (1-nitro-2,5-dinaphth-1-ylbenzene). Solvent: O (water), C1CCOC1 (THF). Starting materials: CCCC[N+](CCCC)(CCCC)CCCC, CN(C)C(=O)CCl, Cc1nc(-c2cn3c(n2)-c2ccc(C4CCNCC4)cc2OCC3)n(C(C)C)n1, ClCCl, Cl, [I-]. Product: Cc1nc(-c2cn3c(n2)-c2ccc(C4CCN(CC(=O)N(C)C)CC4)cc2OCC3)n(C(C)C)n1. As a reaction SMILES: [CH2:42]([N+:43]([CH2:44][CH2:45][CH2:46][CH3:47])([CH2:48][CH2:49][CH2:50][CH3:51])[CH2:52][CH2:53][CH2:54][CH3:55])[CH2:56][CH2:57][CH3:58].[CH3:31][N:32]([C:33]([CH2:34][Cl:35])=[O:36])[CH3:37].[CH:2]([CH3:3])([CH3:4])[n:5]1[n:6][c:7]([CH3:30])[n:8][c:9]1-[c:10]1[cH:11][n:12]2[c:18]([n:19]1)-[c:17]1[c:16]([cH:23][c:22]([CH:24]3[CH2:25][CH2:26][NH:27][CH2:28][CH2:29]3)[cH:21][cH:20]1)[O:15][CH2:14][CH2:13]2.[Cl:38][CH2:39][Cl:40].[ClH:1].[I-:41]>>[CH:2]([CH3:3])([CH3:4])[n:5]1[n:6][c:7]([CH3:30])[n:8][c:9]1-[c:10]1[cH:11][n:12]2[c:18]([n:19]1)-[c:17]1[c:16]([cH:23][c:22]([CH:24]3[CH2:25][CH2:26][N:27]([CH2:34][C:33]([N:32]([CH3:31])[CH3:37])=[O:36])[CH2:28][CH2:29]3)[cH:21][cH:20]1)[O:15][CH2:14][CH2:13]2.